Dataset: the Open Reaction Database (ORD), a public repository of structured organic reaction records. Task: describe an organic reaction: reactants, conditions, products, and yield The reactants are BrC=1C=C2N(N=CC(=C2N[C@H]2[C@@H]([C@@H]3[C@@H](CN(C3)S(=O)(=O)C)C2)C)C(=O)N)C1 (6-bromo-4-(((3aS,4R,5R,6aS)-4-methyl-2-(methylsulfonyl)octahydrocyclopenta[c]pyrrol-5-yl)amino)pyrrolo[1,2-b]pyridazine-3-carboxamide), [Cu]C#N (copper(I) cyanide). Run in CN1C(CCC1)=O (1-methyl-2-pyrrolidinone), C(C)(=O)OCC (ethyl acetate). Run at temperature 220 celsius. The product is C(#N)C=1C=C2N(N=CC(=C2N[C@H]2[C@@H]([C@@H]3[C@@H](CN(C3)S(=O)(=O)C)C2)C)C(=O)N)C1 (6-cyano-4-(((3aS,4R,5R,6aS)-4-methyl-2-(methylsulfonyl)octahydrocyclopenta[c]pyrrol-5-yl)amino)pyrrolo[1,2-b]pyridazine-3-carboxamide). Yield: 56.8%. Reaction SMILES: Br[C:2]1[CH:3]=[C:4]2[C:9]([NH:10][C@@H:11]3[CH2:22][C@@H:14]4[CH2:15][N:16]([S:18]([CH3:21])(=[O:20])=[O:19])[CH2:17][C@@H:13]4[C@H:12]3[CH3:23])=[C:8]([C:24]([NH2:26])=[O:25])[CH:7]=[N:6][N:5]2[CH:27]=1.[Cu][C:29]#[N:30]>CN1CCCC1=O.C(OCC)(=O)C>[C:29]([C:2]1[CH:3]=[C:4]2[C:9]([NH:10][C@@H:11]3[CH2:22][C@@H:14]4[CH2:15][N:16]([S:18]([CH3:21])(=[O:20])=[O:19])[CH2:17][C@@H:13]4[C@H:12]3[CH3:23])=[C:8]([C:24]([NH2:26])=[O:25])[CH:7]=[N:6][N:5]2[CH:27]=1)#[N:30]. Procedure details: A mixture of 6-bromo-4-(((3aS,4R,5R,6aS)-4-methyl-2-(methylsulfonyl)octahydrocyclopenta[c]pyrrol-5-yl)amino)pyrrolo[1,2-b]pyridazine-3-carboxamide from Step 3 of Example 59 (70 mg, 0.153 mmol) and copper(I) cyanide (27.5 mg, 0.307 mmol) in 1-methyl-2-pyrrolidinone (1 mL) was heated to 220° C. under microwave for 2 h. The resulting mixture was diluted with ethyl acetate (80 mL), washed with saturated NH4Cl, water, brine, dried (MgSO4) and concentrated. The residue was purified by silica gel chrom... The reactants are C(C)OC(=O)C1=CC=CC2=C1SC(=C2)B2OC(C(O2)(C)C)(C)C (2-(4,4,5,5-tetramethyl-[1,3,2]dioxaborolan-2-yl)-benzo[b]thiophene-7-carboxylic acid ethyl ester), BrC1=C(C=C(C=C1)O)C (4-bromo-3-methylphenol), C([O-])([O-])=O.[Cs+].[Cs+] (Cesium carbonate), Cl (HCl). The reagents and catalysts are CC(=O)[O-].CC(=O)[O-].[Pd+2] (Pd(OAc)2), C1(=CC=CC=C1)P([C-]1C=CC=C1)C1=CC=CC=C1.[C-]1(C=CC=C1)P(C1=CC=CC=C1)C1=CC=CC=C1.[Fe+2] (1,1′-bis(diphenylphosphino)ferrocene). Run in CN(C)C=O (DMF), CN(C)C=O (DMF), C(C)(=O)OCC (ethyl acetate). Run at temperature 80 celsius, time 1 hour. The product is C(C)OC(=O)C1=CC=CC2=C1SC(=C2)C2=C(C=C(C=C2)O)C (2-(4-Hydroxy-2-methyl-phenyl)-benzo[b]thiophene-7-carboxylic Acid Ethyl Ester). Isolated yield 44.0%. As a reaction SMILES: [CH2:1]([O:3][C:4]([C:6]1[C:11]2[S:12][C:13](B3OC(C)(C)C(C)(C)O3)=[CH:14][C:10]=2[CH:9]=[CH:8][CH:7]=1)=[O:5])[CH3:2].Br[C:25]1[CH:30]=[CH:29][C:28]([OH:31])=[CH:27][C:26]=1[CH3:32].C(=O)([O-])[O-].[Cs+].[Cs+].Cl>CN(C=O)C.CC([O-])=O.CC([O-])=O.[Pd+2].C1(P(C2C=CC=CC=2)[C-]2C=CC=C2)C=CC=CC=1.[C-]1(P(C2C=CC=CC=2)C2C=CC=CC=2)C=CC=C1.[Fe+2].C(OCC)(=O)C>[CH2:1]([O:3][C:4]([C:6]1[C:11]2[S:12][C:13]([C:25]3[CH:30]=[CH:29][C:28]([OH:31])=[CH:27][C:26]=3[CH3:32])=[CH:14][C:10]=2[CH:9]=[CH:8][CH:7]=1)=[O:5])[CH3:2] |f:2.3.4,7.8.9,10.11.12|. Procedure details: A solution of 2-(4,4,5,5-tetramethyl-[1,3,2]dioxaborolan-2-yl)-benzo[b]thiophene-7-carboxylic acid ethyl ester (1.04 mmoles; 345.00 mg) in anhydrous DMF (2.5 mL) is added, under nitrogen atmosphere, via syringe pump (3 mL/2 h) to a suspension at 80° C. of 4-bromo-3-methylphenol (1.04 mmoles; 194.23 mg), Cesium carbonate (2.08 mmoles; 683.53 mg), Pd(OAc)2 (103.84 μmoles; 23.55 mg), 1,1′-bis(diphenylphosphino)ferrocene (311 μmoles; 176 mg) in anhydrous DMF (1.6 mL). The mixture is stirred at 80° C... The reactants are ice water, C1(=CC=CC=C1)C(OC1CCN(CC1)CCCO)C1=CC=CC=C1 (4-(diphenylmethoxy)-1-piperidinepropanol), ClC=1C=CC=2N(N1)C(N(N2)C)=O (6-chloro-2-methyl[1,2,4]triazolo[4,3-b]pyridazin-3(2H)-one), [H-].[Na+] (sodium hydride). The solvent is CN(C=O)C (N,N-dimethylformamide). Conditions: time 1 hour. Product: C1(=CC=CC=C1)C(OC1CCN(CC1)CCCOC=1C=CC=2N(N1)C(N(N2)C)=O)C2=CC=CC=C2 (6-[3-[4-(Diphenylmethoxy)piperidino]propoxy]-2-methyl[1,2,4]triazolo[4,3-b]pyridazin-3(2H)-one). Isolated yield 66.3%. As a reaction SMILES: [C:1]1([CH:7]([C:19]2[CH:24]=[CH:23][CH:22]=[CH:21][CH:20]=2)[O:8][CH:9]2[CH2:14][CH2:13][N:12]([CH2:15][CH2:16][CH2:17][OH:18])[CH2:11][CH2:10]2)[CH:6]=[CH:5][CH:4]=[CH:3][CH:2]=1.[H-].[Na+].Cl[C:28]1[CH:29]=[CH:30][C:31]2[N:32]([C:34](=[O:38])[N:35]([CH3:37])[N:36]=2)[N:33]=1>CN(C)C=O>[C:19]1([CH:7]([C:1]2[CH:2]=[CH:3][CH:4]=[CH:5][CH:6]=2)[O:8][CH:9]2[CH2:14][CH2:13][N:12]([CH2:15][CH2:16][CH2:17][O:18][C:28]3[CH:29]=[CH:30][C:31]4[N:32]([C:34](=[O:38])[N:35]([CH3:37])[N:36]=4)[N:33]=3)[CH2:11][CH2:10]2)[CH:24]=[CH:23][CH:22]=[CH:21][CH:20]=1 |f:1.2|. Procedure details: 0.52 g of 4-(diphenylmethoxy)-1-piperidinepropanol was dissolved in 3 ml of N,N-dimethylformamide; 0.0704 g of 60% oily sodium hydride was added, followed by stirring at room temperature for 1 hour. 0.325 g of 6-chloro-2-methyl[1,2,4]triazolo[4,3-b]pyridazin-3(2H)-one was added, followed by stirring at room temperature for 2 hours. After ice water was added, the reaction mixture was extracted with ethyl acetate; the extract was washed with saturated saline and dried over magnesium sulfate. After...